This data is from the Open Reaction Database (ORD), a public repository of structured organic reaction records. The task is: describe an organic reaction: reactants, conditions, products, and yield Starting materials: CCOC(=O)C1CCC2C(=O)N(c3ccccc3)C(=S)N12, CO, [Na+], [OH-], O. Yields the product O=C(O)C1CCC2C(=O)N(c3ccccc3)C(=S)N12. RXN SMILES: [CH2:1]([CH3:2])[O:3][C:4](=[O:5])[CH:6]1[CH2:7][CH2:8][CH:9]2[N:10]1[C:11](=[S:21])[N:12]([c:15]1[cH:16][cH:17][cH:18][cH:19][cH:20]1)[C:13]2=[O:14].[CH3:22][OH:23].[Na+:25].[OH-:24].[OH2:26]>>[O:3]=[C:4]([OH:5])[CH:6]1[CH2:7][CH2:8][CH:9]2[N:10]1[C:11](=[S:21])[N:12]([c:15]1[cH:16][cH:17][cH:18][cH:19][cH:20]1)[C:13]2=[O:14]. The reactants are O=C([O-])O, c1ccc(CN2CCNCC2)cc1, CCOCC, Nc1ccc(Cl)nn1, [Na+]. Yields the product Nc1ccc(N2CCN(Cc3ccccc3)CC2)nn1. As a reaction SMILES: [C:22](=[O:23])([OH:24])[O-:25].[CH2:1]([c:2]1[cH:3][cH:4][cH:5][cH:6][cH:7]1)[N:8]1[CH2:9][CH2:10][NH:11][CH2:12][CH2:13]1.[CH3:27][CH2:28][O:29][CH2:30][CH3:31].[NH2:14][c:15]1[n:16][n:17][c:18]([Cl:21])[cH:19][cH:20]1.[Na+:26]>>[CH2:1]([c:2]1[cH:3][cH:4][cH:5][cH:6][cH:7]1)[N:8]1[CH2:9][CH2:10][N:11]([c:18]2[n:17][n:16][c:15]([NH2:14])[cH:20][cH:19]2)[CH2:12][CH2:13]1.